From a dataset of the Open Reaction Database (ORD), a public repository of structured organic reaction records. describe an organic reaction: reactants, conditions, products, and yield The reactants are [BH4-], CO, [Na+], Cl[Ni]Cl, [N-]=[N+]=NC(=O)NCNC(=O)N1CCN2C(=O)OC(c3ccccc3)(c3ccccc3)C2C1, O, O, O, O, O, O, O. Product: NC(=O)NCNC(=O)N1CCN2C(=O)OC(c3ccccc3)(c3ccccc3)C2C1. As a reaction SMILES: [BH4-:33].[CH3:36][OH:37].[Na+:34].[Ni:44]([Cl:45])[Cl:46].[O:1]=[C:2]1[O:3][C:4]([c:21]2[cH:22][cH:23][cH:24][cH:25][cH:26]2)([c:27]2[cH:28][cH:29][cH:30][cH:31][cH:32]2)[CH:5]2[N:6]1[CH2:7][CH2:8][N:9]([C:11](=[O:12])[NH:13][CH2:14][NH:15][C:16](=[O:17])[N:18]=[N+:19]=[N-:20])[CH2:10]2.[OH2:35].[OH2:38].[OH2:39].[OH2:40].[OH2:41].[OH2:42].[OH2:43]>>[O:1]=[C:2]1[O:3][C:4]([c:21]2[cH:22][cH:23][cH:24][cH:25][cH:26]2)([c:27]2[cH:28][cH:29][cH:30][cH:31][cH:32]2)[CH:5]2[N:6]1[CH2:7][CH2:8][N:9]([C:11](=[O:12])[NH:13][CH2:14][NH:15][C:16](=[O:17])[NH2:18])[CH2:10]2.